Dataset: the Open Reaction Database (ORD), a public repository of structured organic reaction records. Task: describe an organic reaction: reactants, conditions, products, and yield Reactants: CC1NN(C(C1)=O)C1=CC=C(C=C1)C(=O)O (3-methyl-1-(4-carboxyphenyl)-5-pyrazolidone), OO (hydrogen peroxide), ice, [Se](=O)=O (selenium dioxide). Run in CO (methanol). Run at time 12 hour. Yields the product OC1=C(C(=NN1C1=CC=C(C=C1)C(=O)O)C)C=1C(=NN(C1O)C1=CC=C(C=C1)C(=O)O)C (5,5'-dihydroxy-3,3'-dimethyl-1,1'-bis(4-carboxyphenyl)-4,4'-bipyrazole). Yield: 47.1%. Reaction SMILES: [CH3:1][CH:2]1[CH2:6][C:5](=[O:7])[N:4]([C:8]2[CH:13]=[CH:12][C:11]([C:14]([OH:16])=[O:15])=[CH:10][CH:9]=2)[NH:3]1.[Se](=O)=O.OO>CO>[OH:7][C:5]1[N:4]([C:8]2[CH:13]=[CH:12][C:11]([C:14]([OH:16])=[O:15])=[CH:10][CH:9]=2)[N:3]=[C:2]([CH3:1])[C:6]=1[C:6]1[C:2]([CH3:1])=[N:3][N:4]([C:8]2[CH:9]=[CH:10][C:11]([C:14]([OH:16])=[O:15])=[CH:12][CH:13]=2)[C:5]=1[OH:7]. Procedure: 1 g of 3-methyl-1-(4-carboxyphenyl)-5-pyrazolidone (4.5 mmol) was dissolved in 20 ml of methanol and a sufficient amount of nitrogen gas was injected into the solution to replace the air with nitrogen. A catalytic amount of selenium dioxide (25 mg, 0.05 equivalent, MW 110.96) was added and 1.5 ml (3 equivalent) 30% hydrogen peroxide was added dropwise over an ice-cooled water bath. The mixture was stirred until room temperature. The stirring was continued for a further 12 hours while heating at ... Reactants: C1COCCN1, COC(=O)c1cccc(COc2cccc(-c3c(-c4ccccc4)nnc4c(Cl)cccc34)c2)c1, C[Al](C)C, Cc1ccccc1. Product: O=C(c1cccc(COc2cccc(-c3c(-c4ccccc4)nnc4c(Cl)cccc34)c2)c1)N1CCOCC1. RXN SMILES: [CH2:5]1[CH2:6][O:7][CH2:8][CH2:9][NH:10]1.[CH3:11][O:12][C:13]([c:14]1[cH:15][c:16]([CH2:20][O:21][c:22]2[cH:23][c:24](-[c:28]3[c:29](-[c:39]4[cH:40][cH:41][cH:42][cH:43][cH:44]4)[n:30][n:31][c:32]4[c:33]([Cl:38])[cH:34][cH:35][cH:36][c:37]34)[cH:25][cH:26][cH:27]2)[cH:17][cH:18][cH:19]1)=[O:45].[CH3:1][Al:2]([CH3:3])[CH3:4].[CH3:46][c:47]1[cH:48][cH:49][cH:50][cH:51][cH:52]1>>[CH2:5]1[CH2:6][O:7][CH2:8][CH2:9][N:10]1[C:13](=[O:12])[c:14]1[cH:15][c:16]([CH2:20][O:21][c:22]2[cH:23][c:24](-[c:28]3[c:29](-[c:39]4[cH:40][cH:41][cH:42][cH:43][cH:44]4)[n:30][n:31][c:32]4[c:33]([Cl:38])[cH:34][cH:35][cH:36][c:37]34)[cH:25][cH:26][cH:27]2)[cH:17][cH:18][cH:19]1.